Dataset: the Open Reaction Database (ORD), a public repository of structured organic reaction records. Task: describe an organic reaction: reactants, conditions, products, and yield The reactants are C(C)(=O)OC(C1=CC=C(C=C1)C(C)(C)C)C ((-)-p-tert.-butyl-α-methylbenzyl acetate), aqueous solution, P(=O)(O)([O-])[O-].[Na+].[Na+] (disodium hydrogenphosphate). The solvent is CC(=O)C (acetone). Product: C(C)(=O)OC(C1=CC=C(C=C1)C(C)(C)C)C ((-)-p-tert.-butyl-α-methylbenzyl acetate), C(C)(C)(C)C1=CC=C(C(C)O)C=C1 ((+)-p-tert.-butyl-α-methylbenzyl alcohol). The yield is 34.0%. RXN SMILES: P([O-])([O-])(O)=O.[Na+].[Na+].[C:8]([O:11][CH:12]([CH3:23])[C:13]1[CH:18]=[CH:17][C:16]([C:19]([CH3:22])([CH3:21])[CH3:20])=[CH:15][CH:14]=1)(=[O:10])[CH3:9]>CC(C)=O>[C:8]([O:11][CH:12]([CH3:23])[C:13]1[CH:14]=[CH:15][C:16]([C:19]([CH3:22])([CH3:21])[CH3:20])=[CH:17][CH:18]=1)(=[O:10])[CH3:9].[C:19]([C:16]1[CH:15]=[CH:14][C:13]([CH:12]([OH:11])[CH3:23])=[CH:18][CH:17]=1)([CH3:20])([CH3:21])[CH3:22] |f:0.1.2|. Reported procedure: In 400 ml of 0.2 M aqueous solution of disodium hydrogenphosphate was suspended 22.6 g of (-)-p-tert.-butyl-α-methylbenzyl acetate of [α]D25 -36.9° (C=1, C6H12) and optical purity 35.6% e.e. obtained in Synthesis Example 6, and 1.33 g of chicken liver acetone powder was added thereto. The resulting mixture was subjected to reaction at 25° C. for 67 hours. The reaction liquid was extracted twice with 400 ml each of ethyl acetate (insoluble matter was removed by Celite filtration). The ethyl aceta... Reactants: ClC1=CC=C(C=2N3C(=NC21)N(CCC3)C3=C(C=C(C=C3)Br)C)CO ([9-chloro-1-(4-bromo-2-methylphenyl)-1,2,3,4-tetrahydropyrimido[1,2-a]benzimidazol-6-yl]methanol), CC(=O)OI1(C=2C=CC=CC2C(=O)O1)(OC(=O)C)OC(=O)C (Dess-Martin reagent), CC(=O)OI1(C=2C=CC=CC2C(=O)O1)(OC(=O)C)OC(=O)C (Dess-Martin reagent), CC(=O)OI1(C=2C=CC=CC2C(=O)O1)(OC(=O)C)OC(=O)C (Dess-Martin reagent). Solvent: CS(=O)C (dimethylsulfoxide), C(C)(=O)OCC (ethyl acetate). Conditions: time 1 hour. Product: ClC=1C=CC(=C2N3C(=NC21)N(CCC3)C3=C(C=C(C=C3)Br)C)C=O (9-Chloro-1-(4-bromo-2-methylphenyl)-1,2,3,4-tetrahydropyrimido[1,2-a]benzimidazole-6-carbaldehyde). The yield is 97.4%. RXN SMILES: [Cl:1][C:2]1[C:10]2[N:9]=[C:8]3[N:11]([C:15]4[CH:20]=[CH:19][C:18]([Br:21])=[CH:17][C:16]=4[CH3:22])[CH2:12][CH2:13][CH2:14][N:7]3[C:6]=2[C:5]([CH2:23][OH:24])=[CH:4][CH:3]=1.CC(OI1(OC(C)=O)(OC(C)=O)OC(=O)C2C=CC=CC1=2)=O>CS(C)=O.C(OCC)(=O)C>[Cl:1][C:2]1[CH:3]=[CH:4][C:5]([CH:23]=[O:24])=[C:6]2[C:10]=1[N:9]=[C:8]1[N:11]([C:15]3[CH:20]=[CH:19][C:18]([Br:21])=[CH:17][C:16]=3[CH3:22])[CH2:12][CH2:13][CH2:14][N:7]21. Reported procedure: To a solution of [9-chloro-1-(4-bromo-2-methylphenyl)-1,2,3,4-tetrahydropyrimido[1,2-a]benzimidazol-6-yl]methanol (4.68 g, 11.5 mmol) in dimethylsulfoxide (80 mL) was added Dess-Martin reagent (5.37 g, 12.7 mmol), and the mixture was stirred at room temperature for 1 h. To the reaction mixture was added Dess-Martin reagent (0.49 g, 1.15 mmol), and the mixture was stirred at room temperature for 1 h. To the reaction mixture was added Dess-Martin reagent (1.46 g, 3.45 mmol), and the mixture was st... The reactants are BrC(Br)(Br)Br, CC(O)(CCO)CCOC(=O)c1ccccc1, C1CCOC1, O, c1ccc(P(c2ccccc2)c2ccccc2)cc1. Yields the product CC(O)(CCBr)CCOC(=O)c1ccccc1. RXN SMILES: [C:18]([Br:19])([Br:20])([Br:21])[Br:22].[C:1]([c:2]1[cH:3][cH:4][cH:5][cH:6][cH:7]1)(=[O:8])[O:9][CH2:10][CH2:11][C:12]([CH2:13][CH2:14][OH:15])([CH3:16])[OH:17].[O:43]1[CH2:44][CH2:45][CH2:46][CH2:47]1.[OH2:42].[c:23]1([P:24]([c:25]2[cH:26][cH:27][cH:28][cH:29][cH:30]2)[c:31]2[cH:32][cH:33][cH:34][cH:35][cH:36]2)[cH:37][cH:38][cH:39][cH:40][cH:41]1>>[C:1]([c:2]1[cH:3][cH:4][cH:5][cH:6][cH:7]1)(=[O:8])[O:9][CH2:10][CH2:11][C:12]([CH2:13][CH2:14][Br:19])([CH3:16])[OH:17].